From a dataset of the Open Reaction Database (ORD), a public repository of structured organic reaction records. describe an organic reaction: reactants, conditions, products, and yield Starting materials: NO (aminoalcohol), C(\C=C\CC)=O (trans-2-pentenal), C(C)(C)(C)C1=CC=CC=C1 (t-butylbenzene), C(C)[Zn]CC (diethylzinc), stock solution, C(C)(=O)OC(C)=O (acetic anhydride). Run in CCCCCC (hexane), C1(=CC=CC=C1)C (toluene). Run at time 48 hour. Yields the product C(C)(=O)OC(CC)\C=C\CC (trans4hepten-3-yl acetate). Reaction SMILES: NO.C(=O)/C=C/CC.[C:9]([C:13]1[CH:18]=[CH:17][CH:16]=[CH:15][CH:14]=1)(C)(C)C.C([Zn]CC)C.[C:24]([O:27]C(=O)C)(=[O:26])[CH3:25]>CCCCCC.C1(C)C=CC=CC=1>[C:24]([O:27][CH:16](/[CH:17]=[CH:18]/[CH2:13][CH3:9])[CH2:15][CH3:14])(=[O:26])[CH3:25]. Procedure: A vial was charged with aminoalcohol 1 (0.0032 g, 0.011 mmol) prepared as in Example 1. To the vial was added 1.62 mL of a stock solution containing trans-2-pentenal (0.34 g), t-butylbenzene internal standard (0.25 g), 1 M diethylzinc in hexane (8.0 mL), and toluene (4.0 mL). After 48 h, acetic anhydride (0.200 mL) was added. After an additional 72 h, a sample of the solution was analyzed by gas chromatography at 80° C. on a Cyclodex B stationary phase. The product trans4hepten-3-yl acetate was ... Reactants: CO, Cc1cc(Cl)nc(Cl)c1C#N, Cl, O. Yields the product COc1cc(C)c(C#N)c(Cl)n1. RXN SMILES: [CH3:14][OH:15].[Cl:1][c:2]1[c:3]([C:4]#[N:5])[c:6]([CH3:11])[cH:7][c:8]([Cl:10])[n:9]1.[ClH:13].[OH2:12]>>[Cl:1][c:2]1[c:3]([C:4]#[N:5])[c:6]([CH3:11])[cH:7][c:8]([O:12][CH3:14])[n:9]1. Reactants: NC1=CC(=C(C=C1)C1=CN(C=2N=CN=C(C21)N[C@@H](C)C2=NN1C(C(N2C2=CC=CC=C2)=O)=C(C=C1)C)COCC[Si](C)(C)C)OC ((S)-2-(1-((5-(4-Amino-2-methoxyphenyl)-7-((2-(trimethylsilyl)ethoxy)methyl)-7H-pyrrolo[2,3-d]pyrimidin-4-yl)amino)ethyl)-5-methyl-3-phenylpyrrolo[2,1-f][1,2,4]triazin-4(3H)-one), N1=CC=CC=C1 (pyridine), O1CCC(CC1)CS(=O)(=O)Cl ((tetrahydro-2H-pyran-4-yl)methanesulfonyl chloride). Run in O1CCCC1 (tetrahydrofuran). Reaction conditions: temperature 50 celsius, time 8 hour. Yields the product COC=1C=C(C=CC1C1=CN(C=2N=CN=C(C21)N[C@@H](C)C2=NN1C(C(N2C2=CC=CC=C2)=O)=C(C=C1)C)COCC[Si](C)(C)C)NS(=O)(=O)CC1CCOCC1 ((S)—N-(3-Methoxy-4-(4-((1-(5-methyl-4-oxo-3-phenyl-3,4-dihydropyrrolo[2,1-f][1,2,4]triazin-2-yl)ethyl)amino)-7-((2-(trimethylsilyl)ethoxy)methyl)-7H-pyrrolo[2,3-d]pyrimidin-5-yl)phenyl)-1-(tetrahydro-2H-pyran-4-yl)methanesulfonamide). Isolated yield 68.0%. RXN SMILES: [NH2:1][C:2]1[CH:7]=[CH:6][C:5]([C:8]2[C:16]3[C:15]([NH:17][C@H:18]([C:20]4[N:25]([C:26]5[CH:31]=[CH:30][CH:29]=[CH:28][CH:27]=5)[C:24](=[O:32])[C:23]5=[C:33]([CH3:36])[CH:34]=[CH:35][N:22]5[N:21]=4)[CH3:19])=[N:14][CH:13]=[N:12][C:11]=3[N:10]([CH2:37][O:38][CH2:39][CH2:40][Si:41]([CH3:44])([CH3:43])[CH3:42])[CH:9]=2)=[C:4]([O:45][CH3:46])[CH:3]=1.N1C=CC=CC=1.[O:53]1[CH2:58][CH2:57][CH:56]([CH2:59][S:60](Cl)(=[O:62])=[O:61])[CH2:55][CH2:54]1>O1CCCC1>[CH3:46][O:45][C:4]1[CH:3]=[C:2]([NH:1][S:60]([CH2:59][CH:56]2[CH2:57][CH2:58][O:53][CH2:54][CH2:55]2)(=[O:62])=[O:61])[CH:7]=[CH:6][C:5]=1[C:8]1[C:16]2[C:15]([NH:17][C@H:18]([C:20]3[N:25]([C:26]4[CH:31]=[CH:30][CH:29]=[CH:28][CH:27]=4)[C:24](=[O:32])[C:23]4=[C:33]([CH3:36])[CH:34]=[CH:35][N:22]4[N:21]=3)[CH3:19])=[N:14][CH:13]=[N:12][C:11]=2[N:10]([CH2:37][O:38][CH2:39][CH2:40][Si:41]([CH3:43])([CH3:42])[CH3:44])[CH:9]=1. Procedure details: (S)-2-(1-((5-(4-Amino-2-methoxyphenyl)-7-((2-(trimethylsilyl)ethoxy)methyl)-7H-pyrrolo[2,3-d]pyrimidin-4-yl)amino)ethyl)-5-methyl-3-phenylpyrrolo[2,1-f][1,2,4]triazin-4(3H)-one (50 mg, 0.08 mmol) was treated with pyridine (19 μL, 0.23 mmol) and (tetrahydro-2H-pyran-4-yl)methanesulfonyl chloride (31 mg, 0.16 mmol) in tetrahydrofuran (0.5 ml) according to the method described in Preparation 175 but stirring at 50° C. overnight. The title compound was obtained (54 mg, 68% yield, 80% purity) without...